From a dataset of the Open Reaction Database (ORD), a public repository of structured organic reaction records. describe an organic reaction: reactants, conditions, products, and yield The reactants are BrC1=C(C=NC=C1)C1=CC=C(C=C1)[N+](=O)[O-] (4-Bromo-3-(4-nitrophenyl)pyridine), C1(=CC=CC=C1)B(O)O (phenylboronic acid), CC1=C(C=NC=C1)C1=C2C=NNC2=CC=C1 (4-(4-Methylpyridin-3-yl)-1H-indazole). Yields the product [N+](=O)([O-])C1=CC=C(C=C1)C=1C=NC=CC1C1=CC=CC=C1 (3-(4-Nitrophenyl)-4-phenylpyridine). RXN SMILES: Br[C:2]1[CH:7]=[CH:6][N:5]=[CH:4][C:3]=1[C:8]1[CH:13]=[CH:12][C:11]([N+:14]([O-:16])=[O:15])=[CH:10][CH:9]=1.[C:17]1(B(O)O)[CH:22]=[CH:21][CH:20]=[CH:19][CH:18]=1.CC1C=CN=CC=1C1C=CC=C2C=1C=NN2>>[N+:14]([C:11]1[CH:12]=[CH:13][C:8]([C:3]2[CH:4]=[N:5][CH:6]=[CH:7][C:2]=2[C:17]2[CH:22]=[CH:21][CH:20]=[CH:19][CH:18]=2)=[CH:9][CH:10]=1)([O-:16])=[O:15]. Procedure details: Intermediate 13B was prepared from Intermediate 13A and phenylboronic acid by the procedure described for the preparation of Intermediate 1C. The crude material was purified by silica gel chromatography (12 g ISCO column, eluting with 0 to 40% EtOAc in CH2Cl2) to yield Intermediate 13B. MS (ES): m/z=277.0 [M+H]+. The reactants are NC1=NNC=C1 (aminopyrazole), A1, COC(C1=C(C(=CC=C1)Cl)C)=O (3-Chloro-2-methyl-benzoic acid methyl ester). The product is ClC=1C(=C(C=CC1)C(CC#N)=O)C (3-(3-Chloro-2-methyl-phenyl)-3-oxo-propionitrile). Yield: 74.0%. As a reaction SMILES: [NH2:1][C:2]1[CH:6]=CNN=1.CO[C:9](=[O:18])[C:10]1[CH:15]=[CH:14][CH:13]=[C:12]([Cl:16])[C:11]=1[CH3:17]>>[Cl:16][C:12]1[C:11]([CH3:17])=[C:10]([C:9](=[O:18])[CH2:6][C:2]#[N:1])[CH:15]=[CH:14][CH:13]=1. Procedure: The product was prepared according to the general procedure for aminopyrazole synthesis (route A1) from 3-Chloro-2-methyl-benzoic acid methyl ester (3.1 g, 16.8 mmol, 1.0 eq). The crude product was precipitated form water and used in the following step without further purification (2.4 g, yield: 74%).